describe an organic reaction: reactants, conditions, products, and yield From a dataset of the Open Reaction Database (ORD), a public repository of structured organic reaction records. Starting materials: N1=CC=CC=C1 (pyridine), C(CCCCCCC\C=C\CCCCCCCC)(=O)Cl (elaidic acid chloride), [OH-].[Na+] (NaOH), C(C(O)C(O)C(=O)O)(=O)O (tartaric acid), C(CCCCCCC\C=C\CCCCCCCC)(=O)Cl (elaidic acid chloride). Solvent: C(C)O (ethanol), C1CCOC1 (THF), C1CCOC1 (THF), CO (methanol). Run at time 24 hour. Yields the product C(CCCCCCC\C=C\CCCCCCCC)(=O)NC=1C=C(C(C(=O)O)=CC1)O (4-(elaidamido)-salicylic acid). Yield: 87.0%. As a reaction SMILES: [N:1]1C=C[CH:4]=[CH:3][CH:2]=1.[C:7](Cl)(=[O:25])[CH2:8][CH2:9][CH2:10][CH2:11][CH2:12][CH2:13][CH2:14]/[CH:15]=[CH:16]/[CH2:17][CH2:18][CH2:19][CH2:20][CH2:21][CH2:22][CH2:23][CH3:24].[OH-].[Na+].[C:29]([OH:38])(=[O:37])[CH:30]([CH:32]([C:34](O)=O)[OH:33])O>C1COCC1.C(O)C.CO>[C:7]([NH:1][C:2]1[CH:34]=[C:32]([OH:33])[C:30](=[CH:4][CH:3]=1)[C:29]([OH:38])=[O:37])(=[O:25])[CH2:8][CH2:9][CH2:10][CH2:11][CH2:12][CH2:13][CH2:14]/[CH:15]=[CH:16]/[CH2:17][CH2:18][CH2:19][CH2:20][CH2:21][CH2:22][CH2:23][CH3:24] |f:2.3|. Procedure: To a solution of PAS (2.6 g, 17 mmol) in 100 ml anhydrous THF and 4 ml pyridine was added dropwise a solution of elaidic acid chloride (5.11 g, 17 mmol) in 20 ml THF at 0° C. The reaction mixture was stirred at ambient temperature for 24 hours. More elaidic acid chloride (1.0 g) was added, and after 4 hours, a small amount methanol was added. The solvents were evaporated at high, vacuum, and the residue was partitioned between ether and water. The organic phasewas washed with tartaric acid (aq) ... Reactants: CCOC(=O)/N=N/C(=O)OCC (DEAD), BrC1=CC=C2C=NC(=NC2=C1O)Cl (7-bromo-2-chloroquinazolin-8-ol), OC1CCN(CC1)C(=O)OC(C)(C)C (tert-butyl 4-hydroxypiperidine-1-carboxylate), C1=CC=C(C=C1)P(C2=CC=CC=C2)C3=CC=CC=C3 (PPh3). Solvent: C1CCOC1 (THF), C1CCOC1 (THF). Conditions: time 1.5 hour. Yields the product BrC1=CC=C2C=NC(=NC2=C1OC1CCN(CC1)C(=O)OC(C)(C)C)Cl (tert-butyl 4-(7-bromo-2-chloroquinazolin-8-yloxy)piperidine-1-carboxylate). Isolated yield 80.0%. RXN SMILES: CCOC(/N=N/C(OCC)=O)=O.[Br:13][C:14]1[C:23]([OH:24])=[C:22]2[C:17]([CH:18]=[N:19][C:20]([Cl:25])=[N:21]2)=[CH:16][CH:15]=1.O[CH:27]1[CH2:32][CH2:31][N:30]([C:33]([O:35][C:36]([CH3:39])([CH3:38])[CH3:37])=[O:34])[CH2:29][CH2:28]1.C1C=CC(P(C2C=CC=CC=2)C2C=CC=CC=2)=CC=1>C1COCC1>[Br:13][C:14]1[C:23]([O:24][CH:27]2[CH2:32][CH2:31][N:30]([C:33]([O:35][C:36]([CH3:39])([CH3:38])[CH3:37])=[O:34])[CH2:29][CH2:28]2)=[C:22]2[C:17]([CH:18]=[N:19][C:20]([Cl:25])=[N:21]2)=[CH:16][CH:15]=1. Procedure details: A solution of DEAD (404 mg, 2.32 mmole) in THF (0.5 mL) was added to a solution of 7-bromo-2-chloroquinazolin-8-ol (400 mg, 1.54 mmole), tert-butyl 4-hydroxypiperidine-1-carboxylate (621 mg, 3.09 mmole) and PPh3 (610 mg, 2.32 mmole) in THF (5.5 mL) at RT. After 1.5 hours, silica gel was added to the reaction which was evaporated to dryness and loaded onto a flash column. The product was eluted with 25% EtOAc/hexane to give tert-butyl 4-(7-bromo-2-chloroquinazolin-8-yloxy)piperidine-1-carboxylate... Starting materials: solution, C[Si](C)(C)[N-][Si](C)(C)C.[K+] (potassium bis(trimethylsilyl)amide), C(C1=CC=CC=C1)Br (benzyl bromide), [Si](C)(C)(C(C)(C)C)OCC1=CC=C(OCC(=O)OC)C=C1 (methyl 2-(4-tert-butyldimethylsilyloxymethylphenoxy)acetate), CO (methanol). Run in C1(=CC=CC=C1)C (toluene), C1(=CC=CC=C1)C (toluene). Run at temperature 0 celsius. The product is [Si](C)(C)(C(C)(C)C)OCC1=CC=C(OC(C(=O)OC)CC2=CC=CC=C2)C=C1 (methyl 2-(4-tert-butyldimethylsilyloxymethylphenoxy)-3-phenylpropanoate). Yield: 41.7%. Reaction SMILES: [Si:1]([O:8][CH2:9][C:10]1[CH:21]=[CH:20][C:13]([O:14][CH2:15][C:16]([O:18][CH3:19])=[O:17])=[CH:12][CH:11]=1)([C:4]([CH3:7])([CH3:6])[CH3:5])([CH3:3])[CH3:2].C[Si]([N-][Si](C)(C)C)(C)C.[K+].[CH2:32](Br)[C:33]1[CH:38]=[CH:37][CH:36]=[CH:35][CH:34]=1.CO>C1(C)C=CC=CC=1>[Si:1]([O:8][CH2:9][C:10]1[CH:11]=[CH:12][C:13]([O:14][CH:15]([CH2:32][C:33]2[CH:38]=[CH:37][CH:36]=[CH:35][CH:34]=2)[C:16]([O:18][CH3:19])=[O:17])=[CH:20][CH:21]=1)([C:4]([CH3:7])([CH3:6])[CH3:5])([CH3:3])[CH3:2] |f:1.2|. Procedure: A solution of 1.00 g (3.23 mmol) of the product of Step B dissolved in 4 mL of toluene was stirred under a N2 atmosphere and cooled to 0° C. with an ice-water bath. To this solution was added 9.68 mL (4.85 mmol) of a 0.5M solution of potassium bis(trimethylsilyl)amide in toluene. After a 15 minute interval, 0.46 mL (3.88 mmol) of benzyl bromide was added and the reaction mixture was allowed to warm to room temperature and stirred 1 hour. Several milliliters of methanol were added to consume exce... RXN SMILES: CC1(C)CCC2([C:8](=[O:9])[O:7][C:6](=[O:10])[CH2:5]2)C1.[CH3:14][C:15]1([CH3:21])[CH2:19][CH2:18][CH2:17][C:16]1=O>>[CH3:14][C:15]1([CH3:21])[CH2:19][CH2:18][CH2:17][C:16]21[C:8](=[O:9])[O:7][C:6](=[O:10])[CH2:5]2. Procedure details: The title compound was prepared using methods analogous to 7,7-dimethyl-2-oxaspiro[4.4]nonane-1,3-dione using 2,2-dimethylcyclopentanone in Step A. 1H NMR (500 MHz, DMSO-d6) δ 3.18-2.94 (m, 2H), 2.34-2.18 (m, 1H), 1.98-1.64 (m, 4H), 1.62-1.48 (m, 1H), 0.95 (s, 3H), 0.93 (s, 3H). The reactants are CC1(CC2(CC(OC2=O)=O)CC1)C (7,7-dimethyl-2-oxaspiro[4.4]nonane-1,3-dione), CC1(C(CCC1)=O)C (2,2-dimethylcyclopentanone). The product is CC1(C2(CC(OC2=O)=O)CCC1)C (6,6-dimethyl-2-oxaspiro[4.4]nonane-1,3-dione). The reactants are Cc1ccc2[nH]c3c(c2c1)CN(C)CC3, CN1CCCC1=O, C=Cc1cnc2ccccc2c1, [K+], [OH-]. Product: Cc1ccc2c(c1)c1c(n2CCc2cnc3ccccc3c2)CCN(C)C1. Reaction SMILES: [CH3:1][N:2]1[CH2:3][c:4]2[c:5]([nH:6][c:7]3[cH:8][cH:9][c:10]([CH3:13])[cH:11][c:12]23)[CH2:14][CH2:15]1.[CH3:30][N:31]1[CH2:32][CH2:33][CH2:34][C:35]1=[O:36].[CH:16](=[CH2:17])[c:18]1[cH:19][n:20][c:21]2[cH:22][cH:23][cH:24][cH:25][c:26]2[cH:27]1.[K+:29].[OH-:28]>>[CH3:1][N:2]1[CH2:3][c:4]2[c:5]([n:6]([CH2:17][CH2:16][c:18]3[cH:19][n:20][c:21]4[cH:22][cH:23][cH:24][cH:25][c:26]4[cH:27]3)[c:7]3[cH:8][cH:9][c:10]([CH3:13])[cH:11][c:12]23)[CH2:14][CH2:15]1. Starting materials: ClC1=C(C(=O)O)C(=CC=C1)OCOC (2-chloro-6-{[(methyloxy)methyl]oxy}benzoic acid), Intermediate 4, Cl (HCl). The solvent is C1CCOC1 (THF). Run at time 3 hour. The product is ClC1=C(C(=O)O)C(=CC=C1)O (2-Chloro-6-hydroxybenzoic acid). Reaction SMILES: [Cl:1][C:2]1[CH:10]=[CH:9][CH:8]=[C:7]([O:11]COC)[C:3]=1[C:4]([OH:6])=[O:5].Cl>C1COCC1>[Cl:1][C:2]1[CH:10]=[CH:9][CH:8]=[C:7]([OH:11])[C:3]=1[C:4]([OH:6])=[O:5]. Reported procedure: To a solution of 2-chloro-6-{[(methyloxy)methyl]oxy}benzoic acid (for a preparation see Intermediate 4)(2 g, 9.23 mmol) in THF (20 ml) was added 6 M aqueous HCl (20 ml, 120 mmol). The solution was stirred at ambient temperature for 3 h. The solution was partitioned between ethyl acetate (150 ml) and water (30 ml). The phases were separated and the organic extract washed with water (25 ml). The organic extract was dried (MgSO4), filtered and the solvent removed in vacuo to give the title compound... Reactants: N1=CN=C(C=C1)C(CC)N1C(C2=CC=CC=C2C1=O)=O (2-[1-(Pyrimidin-4-yl)propyl]isoindoline-1,3-dione), O.NN (hydrazine monohydrate). Run in CO (methanol). Product: N1=CN=C(C=C1)C(CC)N (1-(Pyrimidin-4-yl)propan-1-amine). The yield is 84.0%. As a reaction SMILES: [N:1]1[CH:6]=[CH:5][C:4]([CH:7]([N:10]2C(=O)C3C(=CC=CC=3)C2=O)[CH2:8][CH3:9])=[N:3][CH:2]=1.O.NN>CO>[N:1]1[CH:6]=[CH:5][C:4]([CH:7]([NH2:10])[CH2:8][CH3:9])=[N:3][CH:2]=1 |f:1.2|. Procedure details: 2-[1-(Pyrimidin-4-yl)propyl]isoindoline-1,3-dione (292 mg, 1.09 mmol) in methanol (2 mL) was stirred with hydrazine monohydrate (153 μL, 3.15 mmol) at room temperature for 16 hours. After completion of the reaction, the solid was filtered off with chloroform, and the filtrate was evaporated under reduced pressure repeatedly to give the desired product (84% yield). The reactants are ClC1=CC(=C(C(=O)CCC(=O)OCC)C=C1)O (ethyl 3-(4-chloro-2-hydroxybenzoyl)propionate), C([O-])([O-])=O.[K+].[K+] (potassium carbonate), CC(CC)=O (butan-2-one). Product: ClC1=CC(=C(C(=O)CCC(=O)OCC)C=C1)OCC1CO1 (ethyl 3-[4-chloro-2-(2,3-epoxypropoxy)benzoyl]-propionate). The yield is 86.0%. Reaction SMILES: [Cl:1][C:2]1[CH:16]=[CH:15][C:5]([C:6]([CH2:8][CH2:9][C:10]([O:12][CH2:13][CH3:14])=[O:11])=[O:7])=[C:4]([OH:17])[CH:3]=1.C(=O)([O-])[O-].[K+].[K+].C[C:25](=[O:28])[CH2:26][CH3:27]>>[Cl:1][C:2]1[CH:16]=[CH:15][C:5]([C:6]([CH2:8][CH2:9][C:10]([O:12][CH2:13][CH3:14])=[O:11])=[O:7])=[C:4]([O:17][CH2:27][CH:26]2[O:28][CH2:25]2)[CH:3]=1 |f:1.2.3|. Procedure: A well stirred mixture of ethyl 3-(4-chloro-2-hydroxybenzoyl)propionate (9.6 g, 0.037 mole), potassium carbonate (5.96 g, 0.043 mole) epibromohydrin (14.4 ml, 0.173 mole) and dry butan-2-one (250 ml) was heated under reflux for 28 hours. Evaporation of the filtered solution under reduced pressure and purification of the residue by column chromatography gave ethyl 3-[4-chloro-2-(2,3-epoxypropoxy)benzoyl]-propionate as an oil (10.0 g, 86%). Starting materials: C[SiH](C)OC(C(CO[Si](C)(C)C(C)(C)C)NC(=O)c1csc(N2CC(OS(C)(=O)=O)C2)n1)C(C)(C)C, CC([O-])=S, CN(C)C=O, [K+]. Product: CC(=O)SC1CN(c2nc(C(=O)NC(CO[Si](C)(C)C(C)(C)C)C(O[SiH](C)C)C(C)(C)C)cs2)C1. Reaction SMILES: [C:1]([CH3:2])([CH3:3])([CH3:4])[Si:5]([O:6][CH2:7][CH:8]([CH:9]([O:10][SiH:11]([CH3:12])[CH3:13])[C:14]([CH3:15])([CH3:16])[CH3:17])[NH:18][C:19](=[O:20])[c:21]1[n:22][c:23]([N:26]2[CH2:27][CH:28]([O:30][S:31]([CH3:32])(=[O:33])=[O:34])[CH2:29]2)[s:24][cH:25]1)([CH3:35])[CH3:36].[C:37]([CH3:38])(=[S:39])[O-:40].[CH3:42][N:43]([CH3:44])[CH:45]=[O:46].[K+:41]>>[C:1]([CH3:2])([CH3:3])([CH3:4])[Si:5]([O:6][CH2:7][CH:8]([CH:9]([O:10][SiH:11]([CH3:12])[CH3:13])[C:14]([CH3:15])([CH3:16])[CH3:17])[NH:18][C:19](=[O:20])[c:21]1[n:22][c:23]([N:26]2[CH2:27][CH:28]([S:39][C:37]([CH3:38])=[O:40])[CH2:29]2)[s:24][cH:25]1)([CH3:35])[CH3:36]. Reactants: compound, C(C1=CC=CC=C1)(C1=CC=CC=C1)(C1=CC=CC=C1)Cl (trityl chloride), OC(COC1=CC(=NC(=N1)NC(C1=CC=CC=C1)(C1=CC=CC=C1)C1=CC=CC=C1)NC(C1=CC=CC=C1)(C1=CC=CC=C1)C1=CC=CC=C1)COC(C1=CC=CC=C1)(C1=CC=CC=C1)C1=CC=CC=C1 (6-[2-hydroxy-3-(trityloxy)propoxy]-2,4-bis(tritylamino)pyrimidine), C64H54N4O2, trityl, C1(=CC=C(C=C1)S(=O)(=O)OCP(OC(C)C)(OC(C)C)=O)C (diisopropyl p-toluenesulfonyloxymethylphosphonate), [H-].[Na+] (NaH). The reagents and catalysts are CN(C1=CC=NC=C1)C (4-dimethylaminopyridine). Run in C(C)(=O)O (acetic acid), O (water), N1=CC=CC=C1 (pyridine), C(C)(=O)OCC (ethyl acetate), O1CCCC1 (tetrahydrofuran). Conditions: temperature 50 celsius, time 15 hour. Product: NC1=NC(=CC(=N1)N)OCC(CO)OCP(=O)(O)O (2,4-diamino-6-[(RS)-3-hydroxy-2-(phosphonomethoxy)propoxy]pyrimidine), monohydrate. As a reaction SMILES: C(Cl)(C1C=CC=CC=1)(C1C=CC=CC=1)C1C=CC=CC=1.[OH:21][CH:22]([CH2:71][O:72]C(C1C=CC=CC=1)(C1C=CC=CC=1)C1C=CC=CC=1)[CH2:23][O:24][C:25]1[N:30]=[C:29]([NH:31]C(C2C=CC=CC=2)(C2C=CC=CC=2)C2C=CC=CC=2)[N:28]=[C:27]([NH:51]C(C2C=CC=CC=2)(C2C=CC=CC=2)C2C=CC=CC=2)[CH:26]=1.C1(C)C=CC(S(O[CH2:102][P:103](=[O:112])([O:108]C(C)C)[O:104]C(C)C)(=O)=O)=CC=1.[H-].[Na+]>CN(C)C1C=CN=CC=1.N1C=CC=CC=1.O1CCCC1.C(OCC)(=O)C.C(O)(=O)C.O>[NH2:31][C:29]1[N:28]=[C:27]([NH2:51])[CH:26]=[C:25]([O:24][CH2:23][CH:22]([O:21][CH2:102][P:103]([OH:112])([OH:108])=[O:104])[CH2:71][OH:72])[N:30]=1 |f:3.4|. Reported procedure: The mixture of this compound (8.0 g, 40 mmol), trityl chloride (36.4 g, 131 mmol) and 4-dimethylaminopyridine (2 g) in pyridine (160 mL) was stirred 15 h at 50° C. and poured slowly under stirring to water (2 L). The slurry was stirred for 1 h, decanted, and, after stirring with fresh portion of water (2L) it was filtered and washed with water. The precipitate was taken up in chloroform (600 mL), dried with MgSO4 evaporated and codistilled with toluene (3×100 mL portions) in vacuo. The resulting...